From a dataset of the Open Reaction Database (ORD), a public repository of structured organic reaction records. describe an organic reaction: reactants, conditions, products, and yield Starting materials: COC(=O)C1=NC=CC(=C1)Cl (4-chloropyridine-2-carboxylic acid methyl ester), FC1=C(C=CC(=C1)[N+](=O)[O-])O (2-fluoro-4-nitrophenol), CO (methanol). Run in ClC1=CC=CC=C1 (chlorobenzene). Conditions: temperature 120 celsius, time 4 hour. Product: COC(=O)C1=NC=CC(=C1)OC1=C(C=C(C=C1)[N+](=O)[O-])F (4-(2-fluoro-4-nitrophenoxy)pyridine-2-carboxylic acid methyl ester). Yield: 39.1%. Reaction SMILES: [CH3:1][O:2][C:3]([C:5]1[CH:10]=[C:9](Cl)[CH:8]=[CH:7][N:6]=1)=[O:4].[F:12][C:13]1[CH:18]=[C:17]([N+:19]([O-:21])=[O:20])[CH:16]=[CH:15][C:14]=1[OH:22].CO>ClC1C=CC=CC=1>[CH3:1][O:2][C:3]([C:5]1[CH:10]=[C:9]([O:22][C:14]2[CH:15]=[CH:16][C:17]([N+:19]([O-:21])=[O:20])=[CH:18][C:13]=2[F:12])[CH:8]=[CH:7][N:6]=1)=[O:4]. Procedure details: After dissolving 4-chloropyridine-2-carboxylic acid methyl ester (30 g) and 2-fluoro-4-nitrophenol (41.2 g) in chlorobenzene (24 ml), the reaction mixture was stirred for 4 hours at 120° C. under a nitrogen atmosphere. The reaction mixture was brought to room temperature, methanol (100 ml) was added, and the mixture was stirred for 30 minutes. After distilling off the solvent under reduced pressure, the resultant residue was partitioned between ethyl acetate (300 ml) and 1N aqueous sodium hydrox... Reactants: [N+](=O)([O-])C1=CC=C(C=C1)C(CC(=O)OCC)=O (Ethyl 4-nitro-beta-oxobenzenepropanoate), [N+](=O)([O-])C=1C=C(C=CC1)C=C(C(=O)OCC)C(C)=O (ethyl 2-(3-nitrophenylmethylene)-3-oxobutanoate), N (ammonia). The solvent is C(C)O (ethanol). Product: OC1(NC(=C(C(C1C(=O)OCC)C1=CC(=CC=C1)[N+](=O)[O-])C(=O)OCC)C)C1=CC=C(C=C1)[N+](=O)[O-] (Diethyl 1,2,3,4-tetrahydro-2-hydroxy-6-methyl-4-(3-nitrophenyl)-2-(4-nitrophenyl)-3,5-pyridinedicarboxylate). Reaction SMILES: [N+:1]([C:4]1[CH:9]=[CH:8][C:7]([C:10](=[O:17])[CH2:11][C:12]([O:14][CH2:15][CH3:16])=[O:13])=[CH:6][CH:5]=1)([O-:3])=[O:2].[N+:18]([C:21]1[CH:22]=[C:23]([CH:27]=[C:28]([C:34](=O)[CH3:35])[C:29]([O:31][CH2:32][CH3:33])=[O:30])[CH:24]=[CH:25][CH:26]=1)([O-:20])=[O:19].[NH3:37]>C(O)C>[OH:17][C:10]1([C:7]2[CH:6]=[CH:5][C:4]([N+:1]([O-:3])=[O:2])=[CH:9][CH:8]=2)[CH:11]([C:12]([O:14][CH2:15][CH3:16])=[O:13])[CH:27]([C:23]2[CH:24]=[CH:25][CH:26]=[C:21]([N+:18]([O-:20])=[O:19])[CH:22]=2)[C:28]([C:29]([O:31][CH2:32][CH3:33])=[O:30])=[C:34]([CH3:35])[NH:37]1. Reported procedure: Ethyl 4-nitro-beta-oxobenzenepropanoate (4.74 g, 20 mmoles), ethyl 2-(3-nitrophenylmethylene)-3-oxobutanoate (5.26 g, 20 mmoles) and aqueous ammonia (2.2 ml, d0.88) were heated at reflux in ethanol (50 ml) for 1.5 hours. After cooling the product was filtered off and recrystallised from ethanol to give the title compound (2.6 g) mp 196°-7°. The reactants are B1(N2CCC[C@H]2C(O1)(C3=CC=CC=C3)C4=CC=CC=C4)C ((S)-2-methyl-CBS-oxazaborolidine), Cl (HCl), S(C)C (Me2S), FC(C1=CC=C(C=C1)C(C)=O)(F)F (4′-(trifluoromethyl)acetophenone). The solvent is CO (MeOH), ClCCl (dichloromethane). Reaction conditions: temperature -45 celsius, time 10 minute. The product is FC(C1=CC=C(C=C1)[C@@H](C)O)(F)F ((1R)-1-[4-(trifluoromethyl)phenyl]ethanol). Reaction SMILES: B1(C)OC(C2C=CC=CC=2)(C2C=CC=CC=2)[C@H]2N1CCC2.S(C)C.[F:25][C:26]([F:37])([F:36])[C:27]1[CH:32]=[CH:31][C:30]([C:33](=[O:35])[CH3:34])=[CH:29][CH:28]=1.Cl>CO.ClCCl>[F:25][C:26]([F:36])([F:37])[C:27]1[CH:28]=[CH:29][C:30]([C@H:33]([OH:35])[CH3:34])=[CH:31][CH:32]=1. Reported procedure: To (S)-2-methyl-CBS-oxazaborolidine (Callery, 1M in toluene, 1 eq.) at −45° C. was added BH3.Me2S (1.06 eq.). This solution was stirred for 10 minutes at −45° C. and then placed in a −30° C. cooling bath before the slow dropwise addition of a 1M dichloromethane solution of 4′-(trifluoromethyl)acetophenone. The reaction mixture was allowed to stir for 214 3 hours at −30° C. After completion of the reaction, excess MeOH was added followed by 1N HCl. After warming up to room temperature, the result... The reactants are OS(=O)[O-].[Na+] (NaHSO3), NC1=CC=C(C=2C(C3=CC=CC=C3C(C12)=O)=O)N (1,4-diaminoanthraquinone), NC1=CC=CC=2C(C3=CC=CC=C3C(C12)=O)=O (1-aminoanthraquinone), [K] (potassium). Run in O (water), O (water), OS(=O)(=O)O (H2SO4). Run at temperature 15 celsius, time 2.5 hour. The product is C1=CC=C2C(=C1)C(=O)C3=C(C=CC(=C3C2=O)NC4=C5C(=C(C=C4)N)C(=O)C6=CC=CC=C6C5=O)N (4,4'-diamino-1,1'-dianthrimide). The yield is 100.7%. Reaction SMILES: [NH2:1][C:2]1[C:15]2[C:14](=[O:16])[C:13]3[C:8](=[CH:9][CH:10]=[CH:11][CH:12]=3)[C:7](=[O:17])[C:6]=2[C:5]([NH2:18])=[CH:4][CH:3]=1.[NH2:19][C:20]1[C:33]2[C:32](=[O:34])[C:31]3[C:26](=[CH:27][CH:28]=[CH:29][CH:30]=3)[C:25](=[O:35])[C:24]=2[CH:23]=[CH:22][CH:21]=1.[K].OS([O-])=O.[Na+]>OS(O)(=O)=O.O>[CH:10]1[CH:9]=[C:8]2[C:7]([C:6]3[C:15]([C:14](=[O:16])[C:13]2=[CH:12][CH:11]=1)=[C:2]([NH:1][C:23]1[CH:22]=[CH:21][C:20]([NH2:19])=[C:33]2[C:32]([C:31]4[C:26]([C:25](=[O:35])[C:24]=12)=[CH:27][CH:28]=[CH:29][CH:30]=4)=[O:34])[CH:3]=[CH:4][C:5]=3[NH2:18])=[O:17] |f:3.4,^1:35|. Procedure details: 52.0 g of 1,4-diaminoanthraquinone (92% pure) and 47.0 g of 1-aminoanthraquinone (98% pure) are dissolved in 512 g of 96% strength H2SO4 and this solution is added dropwise, with efficient stirring, to 460 g of water within 30 minutes. After cooling to about 15° C., 110.0 g of potassium peroxodisulphate are added, with efficient stirring, within about 3 hours and the mixture is allowed to warm slowly to 20° C. The melt is stirred at about 20° C. for 2-3 hours and then added to a mixture of 600 m... Reactants: FC(C1=CC=C(C=C1)N1CCC(CC1)OCC(=O)O)(F)F ([(4-trifluoromethyl-phenyl)-piperidin-4-yloxy]-acetic acid), C(C)(C)N(CC)C(C)C (diisopropylethyl amine), tetramethyl-β-(1H-benzotriazol-1-yl)uronium hexafluorophosphate, O1CCCC1 (tetrahydrofuran), Cl.[N+](=O)([O-])C1=C(C=C(C=C1)NC1CCNCC1)C(F)(F)F ((4-nitro-3-trifluoromethyl-phenyl)-piperidin-4-yl-amine hydrochloride). Run in CN(C=O)C (dimethylformamide), ClCCl (dichloromethane), CN(C=O)C (dimethylformamide). Run at time 5 minute. The product is [N+](=O)([O-])C1=C(C=C(C=C1)NC1CCN(CC1)C(COC1CCN(CC1)C1=CC=C(C=C1)C(F)(F)F)=O)C(F)(F)F (1-[4-(4-nitro-3-trifluoromethyl-phenylamino)-piperidin-1-yl]-2-[1-(4-trifluoromethyl-phenyl)-piperidin-4-yloxy]-ethanone). Isolated yield 59.0%. As a reaction SMILES: [F:1][C:2]([F:21])([F:20])[C:3]1[CH:8]=[CH:7][C:6]([N:9]2[CH2:14][CH2:13][CH:12]([O:15][CH2:16][C:17]([OH:19])=O)[CH2:11][CH2:10]2)=[CH:5][CH:4]=1.C(N(C(C)C)CC)(C)C.O1CCCC1.Cl.[N+:37]([C:40]1[CH:45]=[CH:44][C:43]([NH:46][CH:47]2[CH2:52][CH2:51][NH:50][CH2:49][CH2:48]2)=[CH:42][C:41]=1[C:53]([F:56])([F:55])[F:54])([O-:39])=[O:38]>CN(C)C=O.ClCCl>[N+:37]([C:40]1[CH:45]=[CH:44][C:43]([NH:46][CH:47]2[CH2:48][CH2:49][N:50]([C:17](=[O:19])[CH2:16][O:15][CH:12]3[CH2:13][CH2:14][N:9]([C:6]4[CH:7]=[CH:8][C:3]([C:2]([F:21])([F:1])[F:20])=[CH:4][CH:5]=4)[CH2:10][CH2:11]3)[CH2:51][CH2:52]2)=[CH:42][C:41]=1[C:53]([F:56])([F:54])[F:55])([O-:39])=[O:38] |f:3.4|. Procedure details: [1-(4-Trifluoromethyl-phenyl)-piperidin-4-yloxy]-acetic acid (186 mg; 0.61 mmol, prepared according to Example 11), diisopropylethyl amine (220 μL; 1.22 mmol) and tetramethyl-β-(1H-benzotriazol-1-yl)uronium hexafluorophosphate (232 mg; 0.61 mmol) are diluted in a 2 to 1 mixture of dimethylformamide and tetrahydrofuran (18 mL) and the resulting solution is stirred for 5 minutes. A solution of (4-nitro-3-trifluoromethyl-phenyl)-piperidin-4-yl-amine hydrochloride (200 mg; 0.61 mmol, prepared in acc... Conditions: temperature 50 celsius. Yield: 61.5%. Procedure details: A solution of 5-chloro-N-[4-(methyloxy)-1H-indazol-3-yl]-N-({[2-(trimethylsilyl)ethyl]oxy}methyl)-2-thiophenesulfonamide (Intermediate 8) (150 mg, 0.32 mmol) was treated with 4-(chloromethyl)-N,N-diethylbenzamide (86 mg, 0.38 mmol) and potassium hydroxide (21.3 mg, 0.38 mmol), and the mixture was heated to 50° C. overnight. Reaction mixture was partitioned between DCM (3 mL) and water (3 mL). The organic phase was separated and the aqueous layer was further extracted with 2 mL of DCM. The combin... The product is ClC1=CC=C(S1)S(=O)(=O)N(C1=NN(C2=CC=CC(=C12)OC)CC1=CC=C(C(=O)N(C)C)C=C1)COCC[Si](C)(C)C (4-{[3-[[(5-Chloro-2-thienyl)sulfonyl]({[2-(trimethylsilyl)ethyl]oxy}methyl)amino]-4-(methyloxy)-1H-indazol-1-yl]methyl}-N,N-dimethylbenzamide). Starting materials: ClC1=CC=C(S1)S(=O)(=O)N(COCC[Si](C)(C)C)C1=NNC2=CC=CC(=C12)OC (5-chloro-N-[4-(methyloxy)-1H-indazol-3-yl]-N-({[2-(trimethylsilyl)ethyl]oxy}methyl)-2-thiophenesulfonamide), ClC1=CC=C(S1)S(=O)(=O)N(COCC[Si](C)(C)C)C1=NNC2=CC=CC(=C12)OC (5-chloro-N-[4-(methyloxy)-1H-indazol-3-yl]-N-({[2-(trimethylsilyl)ethyl]oxy}methyl)-2-thiophenesulfonamide), ClCC1=CC=C(C(=O)N(CC)CC)C=C1 (4-(chloromethyl)-N,N-diethylbenzamide), [OH-].[K+] (potassium hydroxide). As a reaction SMILES: [Cl:1][C:2]1[S:6][C:5]([S:7]([N:10]([C:19]2[C:27]3[C:22](=[CH:23][CH:24]=[CH:25][C:26]=3[O:28][CH3:29])[NH:21][N:20]=2)[CH2:11][O:12][CH2:13][CH2:14][Si:15]([CH3:18])([CH3:17])[CH3:16])(=[O:9])=[O:8])=[CH:4][CH:3]=1.Cl[CH2:31][C:32]1[CH:44]=[CH:43][C:35]([C:36]([N:38]([CH2:41]C)[CH2:39]C)=[O:37])=[CH:34][CH:33]=1.[OH-].[K+]>>[Cl:1][C:2]1[S:6][C:5]([S:7]([N:10]([CH2:11][O:12][CH2:13][CH2:14][Si:15]([CH3:18])([CH3:16])[CH3:17])[C:19]2[C:27]3[C:22](=[CH:23][CH:24]=[CH:25][C:26]=3[O:28][CH3:29])[N:21]([CH2:31][C:32]3[CH:44]=[CH:43][C:35]([C:36]([N:38]([CH3:39])[CH3:41])=[O:37])=[CH:34][CH:33]=3)[N:20]=2)(=[O:9])=[O:8])=[CH:4][CH:3]=1 |f:2.3|.